From a dataset of the Open Reaction Database (ORD), a public repository of structured organic reaction records. describe an organic reaction: reactants, conditions, products, and yield The reactants are [Al+3], CCOCC, O=C(O)Cc1cccc(F)c1, [H-], [H-], [H-], [H-], [Li+], C1CCOC1. Product: OCCc1cccc(F)c1. Reaction SMILES: [Al+3:2].[CH3:18][CH2:19][O:20][CH2:21][CH3:22].[F:7][c:8]1[cH:9][c:10]([CH2:14][C:15](=[O:16])[OH:17])[cH:11][cH:12][cH:13]1.[H-:1].[H-:4].[H-:5].[H-:6].[Li+:3].[O:23]1[CH2:24][CH2:25][CH2:26][CH2:27]1>>[F:7][c:8]1[cH:9][c:10]([CH2:14][CH2:15][OH:16])[cH:11][cH:12][cH:13]1. The reactants are CN(C)C=O, ClCCl, O=C(O)c1ccccc1-c1ccc(I)cc1, [NH4+], C1CCOC1, [OH-], O, O=S(Cl)Cl. The product is NC(=O)c1ccccc1-c1ccc(I)cc1. As a reaction SMILES: [CH3:17][N:18]([CH3:19])[CH:20]=[O:21].[Cl:34][CH2:35][Cl:36].[I:1][c:2]1[cH:3][cH:4][c:5](-[c:8]2[c:9]([C:10](=[O:11])[OH:12])[cH:13][cH:14][cH:15][cH:16]2)[cH:6][cH:7]1.[NH4+:26].[O:29]1[CH2:30][CH2:31][CH2:32][CH2:33]1.[OH-:27].[OH2:28].[S:22]([Cl:23])([Cl:24])=[O:25]>>[I:1][c:2]1[cH:3][cH:4][c:5](-[c:8]2[c:9]([C:10](=[O:11])[NH2:18])[cH:13][cH:14][cH:15][cH:16]2)[cH:6][cH:7]1. Reactants: CO, O=C(O)C=Cc1cccc(Cl)c1, O=S(=O)(O)O. Product: OCC=Cc1cccc(Cl)c1. As a reaction SMILES: [CH3:18][OH:19].[Cl:1][c:2]1[cH:3][c:4]([CH:8]=[CH:9][C:10](=[O:11])[OH:12])[cH:5][cH:6][cH:7]1.[S:13](=[O:14])(=[O:15])([OH:16])[OH:17]>>[Cl:1][c:2]1[cH:3][c:4]([CH:8]=[CH:9][CH2:10][OH:11])[cH:5][cH:6][cH:7]1. Reactants: O=C([O-])[O-], CN1CC=C(C(=O)O)CC1, CO, Cc1ccccc1, CC(C)OC(C)C, [Cl-], Cl, [K+], [K+], O, O=C1Nc2cccnc2Nc2ccccc21. The product is CN1CC=C(C(=O)N2c3ccccc3C(=O)Nc3cccnc32)CC1. RXN SMILES: [C:29](=[O:30])([O-:31])[O-:32].[CH3:19][N:20]1[CH2:21][CH:22]=[C:23]([C:24](=[O:25])[OH:26])[CH2:27][CH2:28]1.[CH3:35][OH:36].[CH3:45][c:46]1[cH:47][cH:48][cH:49][cH:50][cH:51]1.[CH:37]([O:38][CH:39]([CH3:40])[CH3:41])([CH3:42])[CH3:43].[Cl-:18].[ClH:17].[K+:33].[K+:34].[OH2:44].[n:1]1[cH:2][cH:3][cH:4][c:5]2[c:6]1[NH:7][c:8]1[c:9]([cH:13][cH:14][cH:15][cH:16]1)[C:10](=[O:12])[NH:11]2>>[n:1]1[cH:2][cH:3][cH:4][c:5]2[c:6]1[N:7]([C:24]([C:23]1=[CH:22][CH2:21][N:20]([CH3:19])[CH2:28][CH2:27]1)=[O:25])[c:8]1[c:9]([cH:13][cH:14][cH:15][cH:16]1)[C:10](=[O:12])[NH:11]2. The reactants are O=C(O)c1ccc(N2CCCC2)c(OCC2CC2)n1, CC(C)CC(N)CO. Product: CC(C)CC(CO)NC(=O)c1ccc(N2CCCC2)c(OCC2CC2)n1. As a reaction SMILES: [CH:1]1([CH2:4][O:5][c:6]2[c:7]([N:15]3[CH2:16][CH2:17][CH2:18][CH2:19]3)[cH:8][cH:9][c:10]([C:12](=[O:13])[OH:14])[n:11]2)[CH2:2][CH2:3]1.[NH2:20][CH:21]([CH2:22][OH:23])[CH2:24][CH:25]([CH3:26])[CH3:27]>>[CH:1]1([CH2:4][O:5][c:6]2[c:7]([N:15]3[CH2:16][CH2:17][CH2:18][CH2:19]3)[cH:8][cH:9][c:10]([C:12](=[O:14])[NH:20][CH:21]([CH2:22][OH:23])[CH2:24][CH:25]([CH3:26])[CH3:27])[n:11]2)[CH2:2][CH2:3]1. The reactants are CC1=C(C(=CC=C1)F)F (1-methyl-2,3-difluorobenzene), C(C=C)C1C(C(C1)(F)F)(F)Cl (1-(2-propenyl)-2-chloro-2,3,3-trifluorocyclobutane), CC1(C(C(C1)(F)F)(F)Cl)C=C (1-methyl-1-vinyl-2-chloro-2,3,3-trifluorocyclobutane), CC1=CC(=C(C=C1)F)F (1-methyl-3,4-difluorobenzene), AL-0104, CC1=CC(=C(C=C1)F)Cl (1-methyl-3-chloro-4-fluorobenzene). The product is CC1=C(C(=CC=C1)F)Cl (1-methyl-2-chloro-3-fluorobenzene). Yield: 88.0%. RXN SMILES: [CH2:1]([CH:4]1[CH2:7][C:6]([F:9])(F)[C:5]1([Cl:11])F)[CH:2]=[CH2:3].CC1(C=C)CC(F)(F)C1(Cl)F.CC1C=CC=C(F)C=1F.CC1C=CC(F)=C(F)C=1.CC1C=CC(F)=C(Cl)C=1>>[CH3:3][C:2]1[CH:1]=[CH:4][CH:7]=[C:6]([F:9])[C:5]=1[Cl:11]. Procedure: The general procedure was followed using a mixture of 1-(2-propenyl)-2-chloro-2,3,3-trifluorocyclobutane and 1-methyl-1-vinyl-2-chloro-2,3,3-trifluorocyclobutane as the liquid feed at a flow rate of 1 ml/hr. Nitrogen gas was used as the inert carrier. The reactor was charged with 3 g of AL-0104 (tableted activated alumina containing 99% Al2O3). At 400° C. the yield of the produced aromatic products was 12% combined yield of 1-methyl-2,3-difluorobenzene and 1-methyl-3,4-difluorobenzene and a comb... Reactants: [BH4-], CCOC(=O)Cc1cccc(C=O)c1, Cc1ccc(CN)cc1, CO, [Na+], [Na+], O=C([O-])O. The product is CCOC(=O)Cc1cccc(CNCc2ccc(C)cc2)c1. RXN SMILES: [BH4-:24].[CH2:10]([CH3:11])[O:12][C:13]([CH2:14][c:15]1[cH:16][c:17]([CH:21]=[O:22])[cH:18][cH:19][cH:20]1)=[O:23].[CH3:1][c:2]1[cH:3][cH:4][c:5]([CH2:6][NH2:7])[cH:8][cH:9]1.[CH3:31][OH:32].[Na+:25].[Na+:30].[O-:26][C:27]([OH:28])=[O:29]>>[CH3:1][c:2]1[cH:3][cH:4][c:5]([CH2:6][NH:7][CH2:21][c:17]2[cH:16][c:15]([CH2:14][C:13]([O:12][CH2:10][CH3:11])=[O:23])[cH:20][cH:19][cH:18]2)[cH:8][cH:9]1. Reactants: NC(c1ccccc1)(c1ccccc1)c1ccccc1, [BH3-]C#N, CO, CCOC(=O)C1CC1C=O, [Mg+2], [Na+], O=S(=O)([O-])[O-]. Product: CCOC(=O)C1CC1CNC(c1ccccc1)(c1ccccc1)c1ccccc1. As a reaction SMILES: [C:17]([c:18]1[cH:19][cH:20][cH:21][cH:22][cH:23]1)([c:24]1[cH:25][cH:26][cH:27][cH:28][cH:29]1)([c:30]1[cH:31][cH:32][cH:33][cH:34][cH:35]1)[NH2:36].[C:37]([BH3-:38])#[N:39].[CH3:41][OH:42].[CH:1](=[O:2])[CH:3]1[CH:4]([C:6](=[O:7])[O:8][CH2:9][CH3:10])[CH2:5]1.[Mg+2:11].[Na+:40].[O-:12][S:13](=[O:14])(=[O:15])[O-:16]>>[CH2:1]([CH:3]1[CH:4]([C:6](=[O:7])[O:8][CH2:9][CH3:10])[CH2:5]1)[NH:36][C:17]([c:18]1[cH:19][cH:20][cH:21][cH:22][cH:23]1)([c:24]1[cH:25][cH:26][cH:27][cH:28][cH:29]1)[c:30]1[cH:31][cH:32][cH:33][cH:34][cH:35]1.